Dataset: the Open Reaction Database (ORD), a public repository of structured organic reaction records. Task: describe an organic reaction: reactants, conditions, products, and yield The reactants are C(C)(=O)N1CC2=C(CC1)C(=C(S2)CCCl)CC (6-acetyl-2-(2-chloroethyl)-3-ethyl-4,5,6,7-tetrahydrothieno[2,3-c]pyridine), Cl.FC1=CC2=C(C(=NS2)C2CCNCC2)C=C1 (4-(6-fluoro-1,2-benzisothiazol-3-yl)piperidine hydrochloride), C([O-])([O-])=O.[K+].[K+] (potassium carbonate), [I-].[K+] (potassium iodide). Solvent: CN(C=O)C (dimethylformamide), C1(=CC=CC=C1)C (toluene), O (water). Run at temperature 70 celsius, time 7 hour. The product is C(C)(=O)N1CC2=C(CC1)C(=C(S2)CCN2CCC(CC2)C2=NSC1=C2C=CC(=C1)F)CC (6-acetyl-3-ethyl-2-(2-(4-(6-fluoro-1,2-benzisothiazol-3-yl)piperidin-1-yl)ethyl)-4,5,6,7-tetrahydrothieno[2,3-c]pyridine). Isolated yield 57.8%. As a reaction SMILES: [C:1]([N:4]1[CH2:9][CH2:8][C:7]2[C:10]([CH2:16][CH3:17])=[C:11]([CH2:13][CH2:14]Cl)[S:12][C:6]=2[CH2:5]1)(=[O:3])[CH3:2].Cl.[F:19][C:20]1[CH:34]=[CH:33][C:23]2[C:24]([CH:27]3[CH2:32][CH2:31][NH:30][CH2:29][CH2:28]3)=[N:25][S:26][C:22]=2[CH:21]=1.C(=O)([O-])[O-].[K+].[K+].[I-].[K+]>CN(C)C=O.C1(C)C=CC=CC=1.O>[C:1]([N:4]1[CH2:9][CH2:8][C:7]2[C:10]([CH2:16][CH3:17])=[C:11]([CH2:13][CH2:14][N:30]3[CH2:29][CH2:28][CH:27]([C:24]4[C:23]5[CH:33]=[CH:34][C:20]([F:19])=[CH:21][C:22]=5[S:26][N:25]=4)[CH2:32][CH2:31]3)[S:12][C:6]=2[CH2:5]1)(=[O:3])[CH3:2] |f:1.2,3.4.5,6.7|. Reported procedure: A mixture of 0.5 g of 6-acetyl-2-(2-chloroethyl)-3-ethyl-4,5,6,7-tetrahydrothieno[2,3-c]pyridine, 0.5 g of 4-(6-fluoro-1,2-benzisothiazol-3-yl)piperidine hydrochloride, 1.5 g of potassium carbonate and 0.5 g of potassium iodide in 25 ml of dimethylformamide and 25 ml of toluene was stirred at 70° C. for 7 hours and poured into water. The toluene layer was washed with water, dried over magnesium sulfate and concentrated. The residue was purified by column chromatography on a silica gel to give 0.... Reactants: COC(=O)NC=1NC2=C(N1)C=CC=C2 (2-(methoxycarbonylamino)-benzimidazole), C1(=CC=CC=C1)OC#N (phenyl cyanate). The solvent is C(Cl)(Cl)Cl (chloroform), C(Cl)(Cl)Cl (chloroform). Conditions: temperature 20 celsius, time 8 hour. The product is C1(=CC=CC=C1)OC(=N)N1C(=NC2=C1C=CC=C2)NC(=O)OC (2-(Methoxycarbonylamino)-benzimidazole-1-carboximidic acid phenyl ester). Reaction SMILES: [CH3:1][O:2][C:3]([NH:5][C:6]1[NH:7][C:8]2[CH:14]=[CH:13][CH:12]=[CH:11][C:9]=2[N:10]=1)=[O:4].[C:15]1([O:21][C:22]#[N:23])[CH:20]=[CH:19][CH:18]=[CH:17][CH:16]=1>C(Cl)(Cl)Cl>[C:15]1([O:21][C:22]([N:10]2[C:9]3[CH:11]=[CH:12][CH:13]=[CH:14][C:8]=3[N:7]=[C:6]2[NH:5][C:3]([O:2][CH3:1])=[O:4])=[NH:23])[CH:20]=[CH:19][CH:18]=[CH:17][CH:16]=1. Reported procedure: To a suspension of 420.6 g (2.2 mole) 2-(methoxycarbonylamino)-benzimidazole in 10 ltr chloroform a solution of 274 g (2.3 moles) phenyl cyanate in 2 ltr chloroform is added in drops while stirring at 20°C. The reaction mixture is stirred for 6 hours at room temperature and then left standing overnight. The product is then filtered and the solvent removed under vacuum. The colorless, crystalline residue is treated with ether. Starting materials: OC=1C=C(C(=O)NC2CC2)C=CC1F (3-hydroxy-4-fluoro-N-cyclopropylbenzamide), OS(=O)(=O)[O-].[K+] (KHSO4), [H-].[Na+] (NaH), Cl.ClCC1=CN=C(S1)NC1=NC=CC=C1 ((5-chloromethylthiazol-2-yl)pyridin-2-ylamine hydrochloride). Solvent: CN(C)C=O (DMF), CN(C)C=O (DMF). Run at time 10 minute. Yields the product C1(CC1)NC(C1=CC(=C(C=C1)F)OCC1=CN=C(S1)NC1=NC=CC=C1)=O (N-Cyclopropyl-4-fluoro-3-[2-(pyridin-2-ylamino)-thiazol-5-ylmethoxy]-benzamide). Yield: 32.8%. Reaction SMILES: [H-].[Na+].[OH:3][C:4]1[CH:5]=[C:6]([CH:13]=[CH:14][C:15]=1[F:16])[C:7]([NH:9][CH:10]1[CH2:12][CH2:11]1)=[O:8].Cl.Cl[CH2:19][C:20]1[S:24][C:23]([NH:25][C:26]2[CH:31]=[CH:30][CH:29]=[CH:28][N:27]=2)=[N:22][CH:21]=1.OS([O-])(=O)=O.[K+]>CN(C=O)C>[CH:10]1([NH:9][C:7](=[O:8])[C:6]2[CH:13]=[CH:14][C:15]([F:16])=[C:4]([O:3][CH2:19][C:20]3[S:24][C:23]([NH:25][C:26]4[CH:31]=[CH:30][CH:29]=[CH:28][N:27]=4)=[N:22][CH:21]=3)[CH:5]=2)[CH2:11][CH2:12]1 |f:0.1,3.4,5.6|. Procedure: To a suspension of NaH (16 mg, 60% in oil) in DMF (1 mL) was added a solution of 3-hydroxy-4-fluoro-N-cyclopropylbenzamide (58.5 mg, 0.3 mmol) in DMF (1 mL) at RT. After 10 min, (5-chloromethylthiazol-2-yl)pyridin-2-ylamine hydrochloride (Example 10A) (52.4 mg, 0.2 mmol) was added. The mixture was stirred at RT for 1 h and poured onto ice. The mixture was neutralized with 1 N KHSO4 solution and the precipitates were collected, washed with water and ethyl acetate to give the title compound as a l...